Dataset: the Open Reaction Database (ORD), a public repository of structured organic reaction records. Task: describe an organic reaction: reactants, conditions, products, and yield Starting materials: C(#N)[BH3-].[Na+] (sodium cyanoborohydride), C(#N)[BH3-].[Na+] (Sodium cyanoborohydride), O=C1C2=C(OCC3=C1C=CC=C3)C=C(C=C2)C=O (6,11-dihydro-11-oxodibenz[b,e]oxepin-3-carboxaldehyde), oxime, [OH-].[Na+] (sodium hydroxide). Solvent: C(C)(=O)O (acetic acid). Conditions: temperature 65 celsius, time 2.5 hour. Yields the product ONCC=1C=CC2=C(OCC3=C(C2=O)C=CC=C3)C1 (3[(Hydroxyamino)methyl]dibenz[b,e]oxepin-11(6H)-one). Reaction SMILES: [C:1]([BH3-])#[N:2].[Na+].[O:5]=[C:6]1[C:12]2[CH:13]=[CH:14][CH:15]=[CH:16][C:11]=2[CH2:10][O:9][C:8]2[CH:17]=[C:18](C=O)[CH:19]=[CH:20][C:7]1=2.[OH-:23].[Na+]>C(O)(=O)C>[OH:23][NH:2][CH2:1][C:18]1[CH:19]=[CH:20][C:7]2[C:6](=[O:5])[C:12]3[CH:13]=[CH:14][CH:15]=[CH:16][C:11]=3[CH2:10][O:9][C:8]=2[CH:17]=1 |f:0.1,3.4|. Procedure details: Sodium cyanoborohydride (13.6 g, 0.22 mol) is added in portions to a solution of 6,11-dihydro-11-oxodibenz[b,e]oxepin-3-carboxaldehyde, oxime (11 g; 0.04 mol) in acetic acid (150 ml) at 15°-20° C. (cooling). After the mixture is stirred for 2.5 hours, an additional portion of sodium cyanoborohydride (2 g) is added and the solution is stirred for an additional 2 and 3/4 hours. The mixture is neutralized to pH ~7 with 50% sodium hydroxide solution, the temperature being maintained at 65° C. The pr... The reactants are CNC=1SC(=NN1)S(N(CC1=CC=CO1)C)(=O)=O (2-methylamino-5-[N-methyl-N-furfurylsulfamoyl]-1,3,4-thiadiazole), CN=C=O (methyl isocyanate), CNC(=O)NC (1,3-dimethylurea). Solvent: C1(=CC=CC=C1)C (toluene). Product: C(C1=CC=CO1)N(S(=O)(=O)C1=NN=C(S1)N(C(=O)NC)C)C (1-[5-(N-Furfuryl-N-methylsulfamoyl)-1,3,4-thiadiazol-2-yl]-1,3-dimethylurea). As a reaction SMILES: CNC1[S:4][C:5]([S:8](=[O:18])(=[O:17])[N:9]([CH3:16])[CH2:10][C:11]2[O:15][CH:14]=[CH:13][CH:12]=2)=[N:6][N:7]=1.[CH3:19]N=C=O.[CH3:23][NH:24][C:25]([NH:27][CH3:28])=[O:26]>C1(C)C=CC=CC=1>[CH2:10]([N:9]([CH3:16])[S:8]([C:5]1[S:4][C:23]([N:24]([CH3:19])[C:25]([NH:27][CH3:28])=[O:26])=[N:7][N:6]=1)(=[O:18])=[O:17])[C:11]1[O:15][CH:14]=[CH:13][CH:12]=1. Procedure: To a solution of 3 g. of 2-methylamino-5-[N-methyl-N-furfurylsulfamoyl]-1,3,4-thiadiazole (from Preparation 3) in 50 ml. of toluene was added 1 g. of methyl isocyanate. The reaction mixture was heated at reflux for about 3 hours. The reaction product mixture was cooled and the solid which precipitated was filtered off. The solid weighed about 2.5 g. It was recrystallized from commercial absolute ethanol to give tan crystals weighing about 1 g., and having a melting point of about 131°-132° C. Th... Starting materials: COc1nc(Cl)nc(OC)n1, ClCCl, Nc1ccc(Cl)c(C(=O)O)c1, [Na+], O=C([O-])O, O=C(O)c1ccc(C(F)(F)F)cc1. The product is O=C(Nc1ccc(Cl)c(C(=O)O)c1)c1ccc(C(F)(F)F)cc1. RXN SMILES: [Cl:14][c:15]1[n:16][c:17]([O:18][CH3:19])[n:20][c:21]([O:22][CH3:23])[n:24]1.[Cl:41][CH2:42][Cl:43].[NH2:25][c:26]1[cH:27][cH:28][c:29]([Cl:35])[c:30]([C:31](=[O:32])[OH:33])[cH:34]1.[Na+:40].[O-:36][C:37]([OH:38])=[O:39].[OH:1][C:2](=[O:3])[c:4]1[cH:5][cH:6][c:7]([C:10]([F:11])([F:12])[F:13])[cH:8][cH:9]1>>[C:2](=[O:3])([c:4]1[cH:5][cH:6][c:7]([C:10]([F:11])([F:12])[F:13])[cH:8][cH:9]1)[NH:25][c:26]1[cH:27][cH:28][c:29]([Cl:35])[c:30]([C:31](=[O:32])[OH:33])[cH:34]1. Reactants: c1cnn[nH]1, c1(c(cc(cc1)F)Cl)C=O. Reagents/catalysts: c1ccc(cc1)-c2c3ccccc3cc4ccccc24 (9-Phenylanthracene), CC(C)(C)C(=O)[O-].[Cs+] (CsOPiv). Solvent: CC1=CC=CC=C1 (Toluene). Reaction conditions: temperature 80 celsius, time 18 hour. Product: Clc1cc(ccc1C=O)n2nccn2. RXN SMILES: F[c:1]1[cH:9][c:7]([Cl:8])[c:4]([CH:5]=[O:6])[cH:3][cH:2]1.[cH:10]1[n:14][n:13][nH:12][cH:11]1>>[Cl:8][c:7]1[c:4]([CH:5]=[O:6])[cH:3][cH:2][c:1]([n:13]2[n:14][cH:10][cH:11][n:12]2)[cH:9]1. Reactants: CS(=O)C (dimethylsulfoxide), CS(=O)C (dimethylsulfoxide), BrC(C(=O)OCC)C (ethyl 2-bromopropionate), [Na] (sodium), OC1=NN(C(=N1)C)C1=CC=CC=C1 (3-hydroxy-5-methyl-1-phenyl-1,2,4-1H-triazole), ice water. Run in CO (methanol). Run at time 2 hour. The product is C(C)OC(=O)C(C)OC1=NN(C(=N1)C)C1=CC=CC=C1 (3-(1-ethoxycarbonylethoxy)-5-methyl-1-phenyl-1,2,4-1H-triazole). Isolated yield 51.8%. As a reaction SMILES: [Na].CS(C)=O.[OH:6][C:7]1[N:11]=[C:10]([CH3:12])[N:9]([C:13]2[CH:18]=[CH:17][CH:16]=[CH:15][CH:14]=2)[N:8]=1.Br[CH:20]([CH3:26])[C:21]([O:23][CH2:24][CH3:25])=[O:22]>CO>[CH2:24]([O:23][C:21]([CH:20]([O:6][C:7]1[N:11]=[C:10]([CH3:12])[N:9]([C:13]2[CH:14]=[CH:15][CH:16]=[CH:17][CH:18]=2)[N:8]=1)[CH3:26])=[O:22])[CH3:25] |^1:0|. Procedure details: A 3.2 g portion of sodium was dissolved in 50 ml of methanol, and the solution was added to 100 ml of dimethylsulfoxide. To it was added 24.6 g of 3-hydroxy-5-methyl-1-phenyl-1,2,4-1H-triazole, and the solution was heated on the steam bath for 2 hours, adding 100 ml of additional dimethylsulfoxide. To the solution was then added 25.4 g of ethyl 2-bromopropionate, and heating was continued for 2 hours more. The reaction mixture was then cooled, poured over ice-water, and extracted with 300 ml of ...